This data is from the Open Reaction Database (ORD), a public repository of structured organic reaction records. The task is: describe an organic reaction: reactants, conditions, products, and yield Reactants: CCC#N, ClCCCl, CCCOc1c(CNC)cccc1OC, CCOC(C)=O, CN1Cc2cc(C=CC(=O)O)cnc2NCCC1=O, Cl, CN(C)C=O, On1nnc2ccccc21. Product: CCCOc1c(CN(C)C(=O)C=Cc2cnc3c(c2)CN(C)C(=O)CCN3)cccc1OC. As a reaction SMILES: [C:55](#[N:56])[CH2:57][CH3:58].[CH2:1]([Cl:2])[CH2:3][Cl:4].[CH3:35][O:36][c:37]1[c:38]([O:46][CH2:47][CH2:48][CH3:49])[c:39]([CH2:43][NH:44][CH3:45])[cH:40][cH:41][cH:42]1.[CH3:59][CH2:60][O:61][C:62](=[O:63])[CH3:64].[CH3:6][N:7]1[CH2:8][c:9]2[c:10]([n:16][cH:17][c:18]([CH:20]=[CH:21][C:22](=[O:23])[OH:24])[cH:19]2)[NH:11][CH2:12][CH2:13][C:14]1=[O:15].[ClH:5].[O:50]=[CH:51][N:52]([CH3:53])[CH3:54].[OH:25][n:26]1[c:27]2[c:28]([cH:29][cH:30][cH:31][cH:32]2)[n:33][n:34]1>>[CH3:6][N:7]1[CH2:8][c:9]2[c:10]([n:16][cH:17][c:18]([CH:20]=[CH:21][C:22](=[O:24])[N:44]([CH2:43][c:39]3[c:38]([O:46][CH2:47][CH2:48][CH3:49])[c:37]([O:36][CH3:35])[cH:42][cH:41][cH:40]3)[CH3:45])[cH:19]2)[NH:11][CH2:12][CH2:13][C:14]1=[O:15]. Yields the product Cl.C(N)(=N)N1CCC(CC1)CCC(=O)OC1=C(C=CC=C1)C (methylphenyl 1-amidino-4-piperidinepropionate hydrochloride). The reactants are Cl.C(N)(=N)N1CCC(CC1)CCC(=O)O (1-amidino-4-piperidinepropionic acid hydrochloride), CC1=C(C=CC=C1)O (o-methylphenol), C1(CCCCC1)N=C=NC1CCCCC1 (dicyclohexylcarbodiimide). Procedure details: A mixture of 4 g of 1-amidino-4-piperidinepropionic acid hydrochloride, 1.9 of o-methylphenol, 3.5 g of dicyclohexylcarbodiimide and 20 ml of dry pyridine was stirred overnight at room temperature. Any insoluble materials were filtered and washed with pyridine. The filtrate and washings were combined together, and the solvent was removed under reduced pressure. Ethyl acetate and ether were added to the residue to give crystals. After being air-dried, the crystals were recrystallized from water t... Run at time 8 hour. RXN SMILES: [ClH:1].[C:2]([N:5]1[CH2:10][CH2:9][CH:8]([CH2:11][CH2:12][C:13]([OH:15])=[O:14])[CH2:7][CH2:6]1)(=[NH:4])[NH2:3].[CH3:16][C:17]1[CH:22]=[CH:21][CH:20]=[CH:19][C:18]=1O.C1(N=C=NC2CCCCC2)CCCCC1>N1C=CC=CC=1>[ClH:1].[C:2]([N:5]1[CH2:10][CH2:9][CH:8]([CH2:11][CH2:12][C:13]([O:15][C:18]2[CH:19]=[CH:20][CH:21]=[CH:22][C:17]=2[CH3:16])=[O:14])[CH2:7][CH2:6]1)(=[NH:3])[NH2:4] |f:0.1,5.6|. Yield: 54.0%. The solvent is N1=CC=CC=C1 (pyridine). Reactants: C(C)(=O)O (acetic acid), C(C)(=O)O[BH-](OC(C)=O)OC(C)=O.[Na+] (Sodium triacetoxyborohydride), NC[C@@H](COC1=CC=CC=2NC(NC21)=O)O (4-((2S)-3-amino-2-hydroxy-propoxy)-1,3-dihydro-benzoimidazol-2-one), COC=1C=C(C(=O)NC2=CC=C(C=C2)N2CCC(CC2)=O)C=CC1OC (3,4-Dimethoxy-N-[4-(4-oxo-piperidine-1-yl)-phenyl]-benzamide). Solvent: CN(C=O)C (dimethylforamide). Run at time 2 hour. The product is O[C@@H](CNC1CCN(CC1)C1=CC=C(C=C1)NC(C1=CC(=C(C=C1)OC)OC)=O)COC1=CC=CC=2NC(NC21)=O (N-{4-[4-({(2S)-2-Hydroxy-3-[(2-oxo-2,3-dihydro-1H-benzimidazol-4-yl)oxy]propyl}-amino)-1-piperidineyl]phenyl}-3,4-dimethoxybenzamide). RXN SMILES: C(O[BH-](OC(=O)C)OC(=O)C)(=O)C.[Na+].[NH2:15][CH2:16][C@H:17]([OH:30])[CH2:18][O:19][C:20]1[C:28]2[NH:27][C:26](=[O:29])[NH:25][C:24]=2[CH:23]=[CH:22][CH:21]=1.[CH3:31][O:32][C:33]1[CH:34]=[C:35]([CH:52]=[CH:53][C:54]=1[O:55][CH3:56])[C:36]([NH:38][C:39]1[CH:44]=[CH:43][C:42]([N:45]2[CH2:50][CH2:49][C:48](=O)[CH2:47][CH2:46]2)=[CH:41][CH:40]=1)=[O:37].C(O)(=O)C>CN(C)C=O>[OH:30][C@H:17]([CH2:18][O:19][C:20]1[C:28]2[NH:27][C:26](=[O:29])[NH:25][C:24]=2[CH:23]=[CH:22][CH:21]=1)[CH2:16][NH:15][CH:48]1[CH2:47][CH2:46][N:45]([C:42]2[CH:43]=[CH:44][C:39]([NH:38][C:36](=[O:37])[C:35]3[CH:52]=[CH:53][C:54]([O:55][CH3:56])=[C:33]([O:32][CH3:31])[CH:34]=3)=[CH:40][CH:41]=2)[CH2:50][CH2:49]1 |f:0.1|. Reported procedure: Sodium triacetoxyborohydride (0.044 g, 2.1 mmol) was added to a solution of 4-((2S)-3-amino-2-hydroxy-propoxy)-1,3-dihydro-benzoimidazol-2-one (U.S. Pat. No. 5,786,356) (0.23 g, 1.05 mmol), 3,4-dimethoxy-N-[4-(4-oxo-piperidine-1-yl)-phenyl]-benzamide (which was obtained in Example 369) (0.41 g, 1.16 mmol), and acetic acid (0.07 mL, 1.16 mmol) in anhydrous dimethylforamide (8 mL). The reaction was stirred for 2 hours. The reaction was quenched with 50% water/saturated aqueous NaHCO3(20 mL). The s... Reactants: C([O-])([O-])=O.[K+].[K+] (potassium carbonate), IC (iodomethane), BrC1=CC2=C(C(=NC(C(N2)=O)NC(OCC2=CC=CC=C2)=O)C)C=C1 (benzyl 8-bromo-5-methyl-2-oxo-2,3-dihydro-1H-1,4-benzodiazepin-3-ylcarbamate). Run in O (water), C(C)(=O)OCC (ethyl acetate), CN(C=O)C (N,N-dimethylformamide). Run at time 12 hour. The product is NC1=C(C=CC(=C1)Br)C(C)=O (1-(2-amino-4-bromophenyl)ethanone). The yield is 148.2%. Reaction SMILES: [Br:1][C:2]1[CH:25]=[CH:24][C:5]2[C:6]([CH3:23])=NC(NC(=O)OCC3C=CC=CC=3)C(=O)[NH:10][C:4]=2[CH:3]=1.C(=O)([O-])[O-:27].[K+].[K+].IC>CN(C)C=O.O.C(OCC)(=O)C>[NH2:10][C:4]1[CH:3]=[C:2]([Br:1])[CH:25]=[CH:24][C:5]=1[C:6](=[O:27])[CH3:23] |f:1.2.3|. Procedure details: 162b (2.0 g, 4.98 mmol) was dissolved in anhydrous N,N-dimethylformamide (10 ml), to this was added potassium carbonate (1.72 g, 12.44 mmol) and iodomethane (0.847 g, 5.97 mmol) and the reaction was sealed in a pressure flask and stirred for 12 hours at room temperature. The reaction was diluted with water and ethyl acetate (20/70 ml). The aqueous solution was then extracted with ethyl acetate (3×20 ml). The organic layers combined, washed with water (1×100 ml), dried over magnesium sulfate, fil... The reactants are S1C(=NCC1)C1=NC(=CC=C1)C1OCCO1 (2-(4,5-dihydrothiazol-2-yl)-6-[1,3]dioxolan-2-yl-pyridine), O (water). Reagents/catalysts: O.OO.[Ni] (nickel peroxide hydrate). The solvent is C1=CC=CC=C1 (benzene). The product is S1C(=NC=C1)C1=NC(=CC=C1)C1OCCO1 (2-thiazol-2-yl-6-[1,3]dioxolan-2-yl-pyridine). The yield is 31.5%. As a reaction SMILES: [S:1]1[CH2:5][CH2:4][N:3]=[C:2]1[C:6]1[CH:11]=[CH:10][CH:9]=[C:8]([CH:12]2[O:16][CH2:15][CH2:14][O:13]2)[N:7]=1.O>C1C=CC=CC=1.O.OO.[Ni]>[S:1]1[CH:5]=[CH:4][N:3]=[C:2]1[C:6]1[CH:11]=[CH:10][CH:9]=[C:8]([CH:12]2[O:16][CH2:15][CH2:14][O:13]2)[N:7]=1 |f:3.4.5|. Reported procedure: 10 g of nickel peroxide hydrate are added in 1 g portions over 20 hours to a solution of 1.33 g of 2-(4,5-dihydrothiazol-2-yl)-6-[1,3]dioxolan-2-yl-pyridine (5.62 mmol) in 50 ml of benzene maintained under reflux with removal of the water formed continuously. The insoluble matter is removed by filtration on celite and then the solvent is evaporated off. The title product is isolated by chromatography on a silica column (eluent: chloroform/ethyl acetate; 85:15). 0.42 g of a white solid is recover... Starting materials: COC(=O)c1cccc(CBr)c1, O=C([O-])[O-], CN(C)C=O, [K+], [K+], N#Cc1ccc(O)cc1. The product is COC(=O)c1cccc(COc2ccc(C#N)cc2)c1. Reaction SMILES: [Br:1][CH2:2][c:3]1[cH:4][c:5]([C:6](=[O:7])[O:8][CH3:9])[cH:10][cH:11][cH:12]1.[C:22](=[O:23])([O-:24])[O-:25].[CH3:28][N:29]([CH3:30])[CH:31]=[O:32].[K+:26].[K+:27].[OH:13][c:14]1[cH:15][cH:16][c:17]([C:20]#[N:21])[cH:18][cH:19]1>>[CH2:2]([c:3]1[cH:4][c:5]([C:6](=[O:7])[O:8][CH3:9])[cH:10][cH:11][cH:12]1)[O:13][c:14]1[cH:15][cH:16][c:17]([C:20]#[N:21])[cH:18][cH:19]1. Reactants: Compound I, IC1=C(C(=O)O)C(=CC(=C1N)I)I (2,4,6-triiodo-3-amino-benzoic acid), C1(C=2C(C(N1CCC(=O)Cl)=O)=CC=CC2)=O (β-phthalimidopropionic acid chloride). Product: IC1=C(C(=O)O)C(=CC(=C1NC(CCN)=O)I)I (2,4,6-triiodo-3-β-aminopropionylaminobenzoic acid). Reaction SMILES: [I:1][C:2]1[C:10]([NH2:11])=[C:9]([I:12])[CH:8]=[C:7]([I:13])[C:3]=1[C:4]([OH:6])=[O:5].C1(=O)[N:18]([CH2:19][CH2:20][C:21](Cl)=[O:22])C(=O)C2=CC=CC=C12>>[I:1][C:2]1[C:10]([NH:11][C:21](=[O:22])[CH2:20][CH2:19][NH2:18])=[C:9]([I:12])[CH:8]=[C:7]([I:13])[C:3]=1[C:4]([OH:6])=[O:5]. Procedure: The same procedure is used as for Compound I, using 2,4,6-triiodo-3-amino-benzoic acid as iodo starting material and β-phthalimidopropionic acid chloride. The reactants are NCC(=O)C1=CC=CC=C1 (2-aminoacetophenone), C1(=CC=C(C=C1)S(=O)(=O)Cl)C (p-toluenesulfonyl chloride), O (water). Run in N1=CC=CC=C1 (pyridine). Reaction conditions: temperature 45 celsius, time 2 hour. The product is C1(=CC=C(C=C1)S(=O)(=O)NCC(=O)C1=CC=CC=C1)C (2-(p-Toluenesulfonamido) Acetophenone). Isolated yield 52.5%. RXN SMILES: [NH2:1][CH2:2][C:3]([C:5]1[CH:10]=[CH:9][CH:8]=[CH:7][CH:6]=1)=[O:4].[C:11]1([CH3:21])[CH:16]=[CH:15][C:14]([S:17](Cl)(=[O:19])=[O:18])=[CH:13][CH:12]=1.O>N1C=CC=CC=1>[C:11]1([CH3:21])[CH:16]=[CH:15][C:14]([S:17]([NH:1][CH2:2][C:3]([C:5]2[CH:10]=[CH:9][CH:8]=[CH:7][CH:6]=2)=[O:4])(=[O:19])=[O:18])=[CH:13][CH:12]=1. Reported procedure: To a solution of 2-aminoacetophenone (7.0 g, 0.05 mol) in 30 mL of pyridine was added p-toluenesulfonyl chloride (11.8 g, 120 mol %). The reaction mixture was refluxed with stirring for 2 h, cooled to 40-50° C. and poured in the cold water (150 mL). The mixture was stirred at rt for 1 h, filtered, washed with warm (~40° C.) water and then dried. Recrystallization from EtOH afforded 7.6 g (51%) of the title compound, mp 148.2-149.3° C. [lit 147-148° C. (Kemter, G.; Noack, H.; Russ, G. Z. Chem. 19... Reactants: ClC=1C2=C(N=C(N1)N(C)C)N(N=N2)CC2=C(C=CC=C2)F (7-chloro-5-(N,N-dimethylamino)-3-(2-fluorobenzyl)-3H-1,2,3-triazolo[4,5-d]pyrimidine), CNC (dimethylamine). Solvent: C(C)O (ethanol). Reaction conditions: time 30 minute. Product: CN(C)C=1N=C(C2=C(N1)N(N=N2)CC2=C(C=CC=C2)F)N(C)C (5,7-bis(N,N-dimethylamino)-3-(2-fluorobenzyl)-3H-1,2,3-triazolo[4,5-d]pyrimidine). Reaction SMILES: Cl[C:2]1[C:3]2[N:13]=[N:12][N:11]([CH2:14][C:15]3[CH:20]=[CH:19][CH:18]=[CH:17][C:16]=3[F:21])[C:4]=2[N:5]=[C:6]([N:8]([CH3:10])[CH3:9])[N:7]=1.[CH3:22][NH:23][CH3:24]>C(O)C>[CH3:9][N:8]([C:6]1[N:7]=[C:2]([N:23]([CH3:24])[CH3:22])[C:3]2[N:13]=[N:12][N:11]([CH2:14][C:15]3[CH:20]=[CH:19][CH:18]=[CH:17][C:16]=3[F:21])[C:4]=2[N:5]=1)[CH3:10]. Procedure: In a manner analogous to that described in Example 12, 1.95 g (6.36 mmol) of 7-chloro-5-(N,N-dimethylamino)-3-(2-fluorobenzyl)-3H-1,2,3-triazolo[4,5-d]pyrimidine are dissolved in 200 ml of warm ethanol, 7 ml of aqueous dimethylamine solution (40%) are added and the mixture is left to stand for 30 minutes. After dilution with 200 ml of water, the product is filtered off with suction and recrystallised from ethanol. In this manner 5,7-bis(N,N-dimethylamino)-3-(2-fluorobenzyl)-3H-1,2,3-triazolo[4,5...